Dataset: the Open Reaction Database (ORD), a public repository of structured organic reaction records. Task: describe an organic reaction: reactants, conditions, products, and yield Starting materials: FC(C=1C=C(C=CC1)C=CC1=CC(=NC=C1)N)(F)F (4-[2-(3-Trifluoromethyl-phenyl)-vinyl]-pyridin-2-ylamine), C(C)O (ethanol), C([O-])([O-])=O.[K+].[K+] (potassium carbonate), C(C1=CC=CC=C1)(=O)N=C=O (benzoyl isocynate). Solvent: C(Cl)Cl (DCM). Run at temperature 50 celsius. Product: FC(C=1C=C(C=CC1)C=CC1=CC(=NC=C1)NC(=O)N)(F)F ({4-[2-(3-Trifluoromethyl-phenyl)-vinyl]-pyridin-2-yl}-urea). Yield: 93.6%. As a reaction SMILES: [F:1][C:2]([F:19])([F:18])[C:3]1[CH:4]=[C:5]([CH:9]=[CH:10][C:11]2[CH:16]=[CH:15][N:14]=[C:13]([NH2:17])[CH:12]=2)[CH:6]=[CH:7][CH:8]=1.[C:20]([N:28]=C=O)(=[O:27])C1C=CC=CC=1.C(O)C.C(=O)([O-])[O-].[K+].[K+]>C(Cl)Cl>[F:19][C:2]([F:1])([F:18])[C:3]1[CH:4]=[C:5]([CH:9]=[CH:10][C:11]2[CH:16]=[CH:15][N:14]=[C:13]([NH:17][C:20]([NH2:28])=[O:27])[CH:12]=2)[CH:6]=[CH:7][CH:8]=1 |f:3.4.5|. Reported procedure: 4-[2-(3-Trifluoromethyl-phenyl)-vinyl]-pyridin-2-ylamine (193 mg, 0.73 mmol) is dissolved in DCM (7 mL) and benzoyl isocynate (215 mg, 1.46 mmol) is added. The reaction is sealed and heated at 50° C. for 16 hrs. Then the solvent is removed and to the residue are added ethanol (7 mL) and potassium carbonate (151 mg, 1.10 mmol). The mixture is heated at 80° C. for 45 min. The solvent is removed and the residue is partitioned between water (45 mL) and EtOAc (55 mL). The aqueous layer is separated a...